From a dataset of the Open Reaction Database (ORD), a public repository of structured organic reaction records. describe an organic reaction: reactants, conditions, products, and yield The reactants are C(C)(=O)OC1=C(C(=O)NC=2C=C(C(=O)N)C=C(C2)NC(C2=C(C=CC=C2)OC(C)=O)=O)C=CC=C1 (3,5-bis(2'-acetoxybenzamido)-benzamide), C([O-])([O-])=O.[Na+].[Na+] (sodium carbonate). Product: C(C=1C(O)=CC=CC1)(=O)NC=1C=C(C(=O)N)C=C(C1)NC(C=1C(O)=CC=CC1)=O (3,5-bis(salicylamido)-benzamide). Isolated yield 83.0%. RXN SMILES: C([O:4][C:5]1[CH:35]=[CH:34][CH:33]=[CH:32][C:6]=1[C:7]([NH:9][C:10]1[CH:11]=[C:12]([CH:16]=[C:17]([NH:19][C:20](=[O:31])[C:21]2[CH:26]=[CH:25][CH:24]=[CH:23][C:22]=2[O:27]C(=O)C)[CH:18]=1)[C:13]([NH2:15])=[O:14])=[O:8])(=O)C.C(=O)([O-])[O-].[Na+].[Na+]>>[C:7]([NH:9][C:10]1[CH:11]=[C:12]([CH:16]=[C:17]([NH:19][C:20](=[O:31])[C:21]2[C:22](=[CH:23][CH:24]=[CH:25][CH:26]=2)[OH:27])[CH:18]=1)[C:13]([NH2:15])=[O:14])(=[O:8])[C:6]1[C:5](=[CH:35][CH:34]=[CH:33][CH:32]=1)[OH:4] |f:1.2.3|. Procedure details: In the manner similar to that described in Example 4, 3,5-bis(2'-acetoxybenzamido)-benzamide obtained in Example 12 was hydrolyzed with sodium carbonate. Recrystallization of the hydrolized product from a mixture of ethanol and water gave 3,5-bis(salicylamido)-benzamide having a melting point between 276° - 277°C. (Yield; 83%) Reactants: CCOC(=O)c1cn(CC)nc1C(F)(F)F, CCO, [K+], [OH-], O. Yields the product CCn1cc(C(=O)O)c(C(F)(F)F)n1. Reaction SMILES: [CH2:1]([CH3:2])[n:3]1[n:4][c:5]([C:13]([F:14])([F:15])[F:16])[c:6]([C:8](=[O:9])[O:10][CH2:11][CH3:12])[cH:7]1.[CH3:19][CH2:20][OH:21].[K+:18].[OH-:17].[OH2:22]>>[CH2:1]([CH3:2])[n:3]1[n:4][c:5]([C:13]([F:14])([F:15])[F:16])[c:6]([C:8](=[O:9])[OH:10])[cH:7]1.